Dataset: the Open Reaction Database (ORD), a public repository of structured organic reaction records. Task: describe an organic reaction: reactants, conditions, products, and yield Starting materials: O (water), NC=1C=C(C=CC1)C(NO)=N (3-Amino-N-hydroxybenzenecarboximidamide), C(C)(=O)OC (methyl acetate), [H-].[Na+] (sodium hydride). Run in O1CCCC1 (tetrahydrofuran). Conditions: temperature 65 celsius. Yields the product CC1=NC(=NO1)C=1C=C(N)C=CC1 (3-(5-Methyl-1,2,4-oxadiazol-3-yl)aniline). RXN SMILES: [NH2:1][C:2]1[CH:3]=[C:4]([C:8](=[NH:11])[NH:9][OH:10])[CH:5]=[CH:6][CH:7]=1.[H-].[Na+].[C:14](OC)(=O)[CH3:15].O>O1CCCC1>[CH3:14][C:15]1[O:10][N:9]=[C:8]([C:4]2[CH:3]=[C:2]([CH:7]=[CH:6][CH:5]=2)[NH2:1])[N:11]=1 |f:1.2|. Reported procedure: To a stirred solution of Intermediate 18 (5.3 g) in dry tetrahydrofuran (50 ml) was added 4 Å molecular sieves, followed by sodium hydride (60% dispersion in mineral oil; 1.5 g) and the mixture heated at 65° C. for 30 min. After cooling to room temperature methyl acetate (2.8 ml) was added and the mixture heated under reflux for 16 h. After cooling to 20° C. the mixture was added to water (100 ml) and extracted with ethyl acetate. The combined organic layers were washed with brine, dried over ma... The reactants are C(C)OC(C=C)=O (ethylacrylate), COC(C(=C)C)=O (methylmethacrylate), C(C1CO1)OC(C(=C)C)=O (glycidylmethacrylate), C(C(=C)C)(=O)O (methacrylic acid). Yields the product C(C)OC(C=C)=O.C(C(=C)C)(=O)OC.C(C1CO1)C=C(C(=O)O)C (ethylacrylate methyl methacrylate glycidylmethacrylic acid). As a reaction SMILES: [CH2:1]([O:3][C:4](=[O:7])[CH:5]=[CH2:6])[CH3:2].[CH3:8][O:9][C:10](=[O:14])[C:11]([CH3:13])=[CH2:12].[CH2:15](OC(=O)C(C)=C)[CH:16]1[O:18][CH2:17]1.[C:25]([OH:30])(=[O:29])[C:26]([CH3:28])=[CH2:27]>>[CH2:1]([O:3][C:4](=[O:7])[CH:5]=[CH2:6])[CH3:2].[C:10]([O:9][CH3:8])(=[O:14])[C:11]([CH3:13])=[CH2:12].[CH2:15]([CH:27]=[C:26]([CH3:28])[C:25]([OH:30])=[O:29])[CH:16]1[O:18][CH2:17]1 |f:4.5.6|. Procedure: The procedure of Example 1 was repeated, a mixture of monomers containing 250 g of ethylacrylate, 185 g of methylmethacrylate, 100 g of glycidylmethacrylate, 25 g of methacrylic acid was employed. The reactants are COC(=O)[C@@]12CC3=C(C=C2CCN(C1)S(=O)(=O)C=1C=NC(=CC1)N1CCOCC1)N(N=C3)C3=CC=C(C=C3)F ((R)-1-(4-fluorophenyl)-6-(6-morpholin-4-yl-pyridine-3-sulfonyl]-1,4,5,6,7,8-hexahydro-1,2,6-triaza-cyclopenta[b]naphthalene-4a-carboxylic acid methyl ester), O.[OH-].[Li+] (lithium hydroxide monohydrate). The solvent is O1CCCC1 (tetrahydrofuran), O (water), C(C)(=O)OCC (ethyl acetate), Cl (hydrochloric acid). Yields the product FC1=CC=C(C=C1)N1N=CC2=C1C=C1CCN(C[C@]1(C2)C(=O)O)S(=O)(=O)C=2C=NC(=CC2)N2CCOCC2 ((R)-1-(4-Fluorophenyl)-6-(6-morpholin-4-yl-pyridine-3-sulfonyl]-1,4,5,6,7,8-hexahydro-1,2,6-triaza-cyclopenta[b]naphthalene-4a-carboxylic acid). The yield is 102.6%. RXN SMILES: C[O:2][C:3]([C@@:5]12[CH2:14][N:13]([S:15]([C:18]3[CH:19]=[N:20][C:21]([N:24]4[CH2:29][CH2:28][O:27][CH2:26][CH2:25]4)=[CH:22][CH:23]=3)(=[O:17])=[O:16])[CH2:12][CH2:11][C:10]1=[CH:9][C:8]1[N:30]([C:33]3[CH:38]=[CH:37][C:36]([F:39])=[CH:35][CH:34]=3)[N:31]=[CH:32][C:7]=1[CH2:6]2)=[O:4].O.[OH-].[Li+]>O1CCCC1.O.C(OCC)(=O)C.Cl>[F:39][C:36]1[CH:37]=[CH:38][C:33]([N:30]2[C:8]3[CH:9]=[C:10]4[C@:5]([C:3]([OH:4])=[O:2])([CH2:6][C:7]=3[CH:32]=[N:31]2)[CH2:14][N:13]([S:15]([C:18]2[CH:19]=[N:20][C:21]([N:24]3[CH2:29][CH2:28][O:27][CH2:26][CH2:25]3)=[CH:22][CH:23]=2)(=[O:16])=[O:17])[CH2:12][CH2:11]4)=[CH:34][CH:35]=1 |f:1.2.3|. Procedure details: A solution of (R)-1-(4-fluorophenyl)-6-(6-morpholin-4-yl-pyridine-3-sulfonyl]-1,4,5,6,7,8-hexahydro-1,2,6-triaza-cyclopenta[b]naphthalene-4a-carboxylic acid methyl ester (0.3 g) in tetrahydrofuran (10 mL) and water (10 mL) was treated with lithium hydroxide monohydrate (0.11 g) at 60° C. for 16 hours. The cooled mixture was diluted with ethyl acetate and 1.0 M aqueous hydrochloric acid solution. The aqueous phase was washed with ethyl acetate, the combined organic phases were washed with brine a... Reactants: NCCCN (1,3-diaminopropane), C(C)(C)(C)OC(OC(C)(C)C)=O (di-t-butylcarbonate). The product is CC(C)(C)OC(NCCCN)=O (3- aminopropyl carbamic acid 1,1-dimethylethyl ester). Reaction SMILES: [NH2:1][CH2:2][CH2:3][CH2:4][NH2:5].[C:6]([O:10][C:11](=O)[O:12]C(C)(C)C)([CH3:9])([CH3:8])[CH3:7]>>[CH3:7][C:6]([O:10][C:11](=[O:12])[NH:1][CH2:2][CH2:3][CH2:4][NH2:5])([CH3:9])[CH3:8]. Procedure details: In Step 1, 1,3-diaminopropane (II) is reacted with a di-t-butylcarbonate (III) to give 3- aminopropyl carbamic acid 1,1-dimethylethyl ester (IV). Reactants: Cl.OC(C(CC1=CC=C(C=C1)C(F)(F)F)N)C1=CC=CC2=CC=CC=C12 ((1RS,2SR)-1-hydroxy-1-(1-naphthalenyl)-3-(4-(trifluoromethyl)phenyl)-2-propylamine hydrochloride), C(O)([O-])=O.[Na+] (sodium hydrogen carbonate), FC1=CC=C(C2=CC=CC=C12)C(=O)O (4-fluoronaphthalene-1-carboxylic acid), C(C(=O)Cl)(=O)Cl (oxalyl chloride). Solvent: C(C)(=O)OCC (ethyl acetate), O (water), O1CCCC1 (tetrahydrofuran), CN(C=O)C (N,N-dimethylformamide). Conditions: time 30 minute. The product is FC1=CC=C(C2=CC=CC=C12)C(=O)NC(C(C1=CC=CC2=CC=CC=C12)O)CC1=CC=C(C=C1)C(F)(F)F (4-fluoro-N-((1RS,2SR)-2-hydroxy-2-(1-naphthalenyl)-1-((4-(trifluoromethyl)phenyl)methyl)ethyl)-1-naphthalenecarboxamide). The yield is 72.8%. RXN SMILES: [F:1][C:2]1[C:11]2[C:6](=[CH:7][CH:8]=[CH:9][CH:10]=2)[C:5]([C:12]([OH:14])=O)=[CH:4][CH:3]=1.C(Cl)(=O)C(Cl)=O.Cl.[OH:22][CH:23]([C:37]1[C:46]2[C:41](=[CH:42][CH:43]=[CH:44][CH:45]=2)[CH:40]=[CH:39][CH:38]=1)[CH:24]([NH2:36])[CH2:25][C:26]1[CH:31]=[CH:30][C:29]([C:32]([F:35])([F:34])[F:33])=[CH:28][CH:27]=1.C(=O)([O-])O.[Na+]>O1CCCC1.C(OCC)(=O)C.O.CN(C)C=O>[F:1][C:2]1[C:11]2[C:6](=[CH:7][CH:8]=[CH:9][CH:10]=2)[C:5]([C:12]([NH:36][CH:24]([CH2:25][C:26]2[CH:27]=[CH:28][C:29]([C:32]([F:33])([F:34])[F:35])=[CH:30][CH:31]=2)[CH:23]([OH:22])[C:37]2[C:46]3[C:41](=[CH:42][CH:43]=[CH:44][CH:45]=3)[CH:40]=[CH:39][CH:38]=2)=[O:14])=[CH:4][CH:3]=1 |f:2.3,4.5|. Procedure details: To a solution of 4-fluoronaphthalene-1-carboxylic acid (112 mg, 0.59 mmol) in tetrahydrofuran (5 ml) were added oxalyl chloride (0.10 ml, 1.18 mmol) and N,N-dimethylformamide (0.01 ml) and the mixture was stirred at room temperature for 30 min. The reaction solution was evaporated under reduced pressure. To a solution of the residue in ethyl acetate (5 ml) were added (1RS,2SR)-1-hydroxy-1-(1-naphthalenyl)-3-(4-(trifluoromethyl)phenyl)-2-propylamine hydrochloride (150 mg, 0.39 mmol) and saturated... Starting materials: CC(=O)NCC1=CC=C(CO[Si](C)(C)C(C)(C)C)SS1, O=C([O-])[O-], CC#N, F, [K+], [K+]. Yields the product CC(=O)NCC1=CC=C(CO)SS1. RXN SMILES: [C:1]([CH3:2])(=[O:3])[NH:4][CH2:5][C:6]1=[CH:11][CH:10]=[C:9]([CH2:12][O:13][Si:14]([C:15]([CH3:16])([CH3:17])[CH3:18])([CH3:19])[CH3:20])[S:8][S:7]1.[C:22](=[O:23])([O-:24])[O-:25].[CH3:28][C:29]#[N:30].[FH:21].[K+:26].[K+:27]>>[C:1]([CH3:2])(=[O:3])[NH:4][CH2:5][C:6]1=[CH:11][CH:10]=[C:9]([CH2:12][OH:13])[S:8][S:7]1. Starting materials: [O-]C#N.[K+] (potassium cyanate), CC(CC(C)C)N=NC(C)(CC)Br (2-(1,3-dimethylbutylazo)2-bromobutane), O (water). Solvent: CC(=O)C (acetone). The product is CC(CC(C)C)N=NC(C)(CC)N=C=O (2-(1,3-dimethylbutylazo)-2-isocyanatobutane). RXN SMILES: [O-:1][C:2]#[N:3].[K+].[CH3:5][CH:6]([N:11]=[N:12][C:13](Br)([CH2:15][CH3:16])[CH3:14])[CH2:7][CH:8]([CH3:10])[CH3:9].O>CC(C)=O>[CH3:5][CH:6]([N:11]=[N:12][C:13]([N:3]=[C:2]=[O:1])([CH2:15][CH3:16])[CH3:14])[CH2:7][CH:8]([CH3:9])[CH3:10] |f:0.1|. Procedure: To a stirred solution of 3.25 grams (.04 moles) of potassium cyanate in 75 ml of 70% aqueous acetone in a 125 ml erlenmeyer flask was added 9.4 grams (.0377 moles) of 2-(1,3-dimethylbutylazo)2-bromobutane (from Example III) over 5 minutes while holding the reaction temperature at 15°-20° C with a cold water bath. After the addition was complete the reaction was stirred an additional hour at room temperature, poured into 200 ml of water and the product extracted with 100 ml of pentane. The pentan...